This data is from the Open Reaction Database (ORD), a public repository of structured organic reaction records. The task is: describe an organic reaction: reactants, conditions, products, and yield Reactants: C(C)C(C(C=1SC2=C(C1C)C=CC=C2)NC2=CC=C(C=C2)C(=O)N(CCC(=O)OCC)C)CC (ethyl 3-{[(4-{[2-ethyl-1-(3-methyl-1-benzothiophen-2-yl)butyl]amino}phenyl)carbonyl](methyl)amino}propanoate), O1CCCC1 (tetrahydrofuran), [OH-].[Na+] (sodium hydroxide). Run in C(C)O (ethanol). Conditions: time 2 hour. Product: C(C)C(C(C=1SC2=C(C1C)C=CC=C2)NC2=CC=C(C=C2)C(=O)N(CCC(=O)O)C)CC (3-{[(4-{[2-ethyl-1-(3-methyl-1-benzothiophen-2-yl)butyl]amino}phenyl)carbonyl](methyl)amino}propanoic acid). Yield: 94.4%. RXN SMILES: [CH2:1]([CH:3]([CH2:33][CH3:34])[CH:4]([NH:15][C:16]1[CH:21]=[CH:20][C:19]([C:22]([N:24]([CH3:32])[CH2:25][CH2:26][C:27]([O:29]CC)=[O:28])=[O:23])=[CH:18][CH:17]=1)[C:5]1[S:6][C:7]2[CH:14]=[CH:13][CH:12]=[CH:11][C:8]=2[C:9]=1[CH3:10])[CH3:2].O1CCCC1.[OH-].[Na+]>C(O)C>[CH2:33]([CH:3]([CH2:1][CH3:2])[CH:4]([NH:15][C:16]1[CH:17]=[CH:18][C:19]([C:22]([N:24]([CH3:32])[CH2:25][CH2:26][C:27]([OH:29])=[O:28])=[O:23])=[CH:20][CH:21]=1)[C:5]1[S:6][C:7]2[CH:14]=[CH:13][CH:12]=[CH:11][C:8]=2[C:9]=1[CH3:10])[CH3:34] |f:2.3|. Reported procedure: To a mixture of ethyl 3-{[(4-{[2-ethyl-1-(3-methyl-1-benzothiophen-2-yl)butyl]amino}phenyl)carbonyl](methyl)amino}propanoate (253 mg) synthesized above, tetrahydrofuran (5 mL) and ethanol (5 mL) was added 1N aqueous sodium hydroxide solution (2.00 mL), and the mixture was stirred at room temperature for 2 hr, and concentrated under reduced pressure. The residue was dissolved in water (10 mL), and 1N hydrochloric acid (2.00 mL) was added at 0° C. The resulting precipitate was collected by filtrat... Reactants: COC1=NC(=NC(=N1)C)NC(OC)=O (methyl 4-methoxy-6-methyl-1,3,5-triazin-2-ylcarbamate), solution, C[Al](C)C (trimethylaluminum), N1(CCCC1)S(=O)(=O)C(C)S(=O)(=O)N (1-pyrrolidinosulfonylethanesulfonamide), ice. Run in ClCCl (dichloromethane), C1(=CC=CC=C1)C (toluene), ClCCl (dichloromethane). Yields the product COC1=NC(=NC(=N1)C)NC(NS(=O)(=O)C(C)S(=O)(=O)N1CCCC1)=O (3-(4-Methoxy-6-methyl-1,3,5-triazin-2-yl)-1-(1-pyrrolidinosulfonylethylsulfonyl)urea). As a reaction SMILES: C[Al](C)C.[N:5]1([S:10]([CH:13]([S:15]([NH2:18])(=[O:17])=[O:16])[CH3:14])(=[O:12])=[O:11])[CH2:9][CH2:8][CH2:7][CH2:6]1.[CH3:19][O:20][C:21]1[N:26]=[C:25]([CH3:27])[N:24]=[C:23]([NH:28][C:29](=O)[O:30]C)[N:22]=1>C1(C)C=CC=CC=1.ClCCl>[CH3:19][O:20][C:21]1[N:26]=[C:25]([CH3:27])[N:24]=[C:23]([NH:28][C:29](=[O:30])[NH:18][S:15]([CH:13]([S:10]([N:5]2[CH2:9][CH2:8][CH2:7][CH2:6]2)(=[O:11])=[O:12])[CH3:14])(=[O:17])=[O:16])[N:22]=1. Procedure: 9 ml (0.018 mol) of a 2M solution of trimethylaluminum in toluene are added dropwise at room temperature to 3.6 g (0.015 mol) of 1-pyrrolidinosulfonylethanesulfonamide (Example 1a) in 150 ml of dichloromethane. When the evolution of gas has ceased, 3.6 g (0.018 mol) of methyl 4-methoxy-6-methyl-1,3,5-triazin-2-ylcarbamate in 30 ml of dichloromethane are added dropwise, and the resulting solution is refluxed for 24 hours. It is cooled and poured into 150 ml of ice-cold 1N hydrochloric acid. The o...